From a dataset of the Open Reaction Database (ORD), a public repository of structured organic reaction records. describe an organic reaction: reactants, conditions, products, and yield Starting materials: [BH4-], COCCOCCOC, [Li+], COC(=O)c1ccc(C)c(N)c1. Yields the product Cc1ccc(CO)cc1N. Reaction SMILES: [BH4-:13].[CH3:15][O:16][CH2:17][CH2:18][O:19][CH2:20][CH2:21][O:22][CH3:23].[Li+:14].[NH2:1][c:2]1[cH:3][c:4]([C:5](=[O:6])[O:7][CH3:8])[cH:9][cH:10][c:11]1[CH3:12]>>[NH2:1][c:2]1[cH:3][c:4]([CH2:5][OH:6])[cH:9][cH:10][c:11]1[CH3:12]. Reactants: C(C)(C)[Si](C(C)C)(C(C)C)OC[C@H](CNC(=O)OC(C)(C)C)OCC1=CC(=C(C=C1)OC)OC ((2S)-3-(t-butoxycarbonylamino)-2-(3,4-dimethoxybenzyloxy)propyl triisopropylsilyl ether), C1CCOC1 (THF), C(CC(O)(C(=O)O)CC(=O)O)(=O)O (citric acid), CCCC[N+](CCCC)(CCCC)CCCC.[F-].C1CCOC1 (TBAF THF). The solvent is C(Cl)Cl (CH2Cl2). Reaction conditions: time 1 hour. Yields the product C(C)(C)(C)OC(=O)NC[C@@H](CO)OCC1=CC(=C(C=C1)OC)OC ((2S)-3-(t-Butoxycarbonylamino)-2-(3,4-dimethoxy-benzyloxy)propanol). The yield is 79.4%. As a reaction SMILES: C([Si]([O:11][CH2:12][C@@H:13]([O:23][CH2:24][C:25]1[CH:30]=[CH:29][C:28]([O:31][CH3:32])=[C:27]([O:33][CH3:34])[CH:26]=1)[CH2:14][NH:15][C:16]([O:18][C:19]([CH3:22])([CH3:21])[CH3:20])=[O:17])(C(C)C)C(C)C)(C)C.C1COCC1.CCCC[N+](CCCC)(CCCC)CCCC.[F-].C1COCC1.C(O)(=O)CC(CC(O)=O)(C(O)=O)O>C(Cl)Cl>[C:19]([O:18][C:16]([NH:15][CH2:14][C@H:13]([O:23][CH2:24][C:25]1[CH:30]=[CH:29][C:28]([O:31][CH3:32])=[C:27]([O:33][CH3:34])[CH:26]=1)[CH2:12][OH:11])=[O:17])([CH3:22])([CH3:21])[CH3:20] |f:2.3.4|. Procedure details: To a 0° C. mixture of (2S)-3-(t-butoxycarbonylamino)-2-(3,4-dimethoxybenzyloxy)propyl triisopropylsilyl ether (1 g, 2.01 mmol) and THF (5 mL) was added 1 M TBAF/THF (2.11 mL, 2.11 mmol). The reaction was stirred for 1 h and satd citric acid (5 mL) and CH2Cl2 were added. The organic layer was partitioned, concentrated, and chromatographed (CH2Cl2 to 50% EtOAc/CH2Cl2) to give the title compound (545 mg, 80%). Procedure: Following the general procedure of EXAMPLE 64 and making non-critical variations but starting with (E)-1-carbethoxymethylene-1,2,3,4-tetrahydronaphthalene (CVII-A, EXAMPLE 63), ethyl 1-(3,4-dihydronaphthyl)acetate (CVII-B, EXAMPLE 63) and (Z)-1-carbethoxymethylene-1,2,3,4-tetrahydronaphthalene (CVII-C, EXAMPLE 63), the title compound is obtained, NMR (CDCl3, TMS) 7.25-7.05, 4.16, 3.38-3.30, 2.83-1.64 and 1.27 δ. RXN SMILES: [C:1](/[CH:6]=[C:7]1\[CH2:8][CH2:9][CH2:10][C:11]2[C:16]\1=[CH:15][CH:14]=[CH:13][CH:12]=2)([O:3][CH2:4][CH3:5])=[O:2].C(/C=C1/CCCC2C/1=CC=CC=2)(OCC)=O>>[CH:7]1([CH2:6][C:1]([O:3][CH2:4][CH3:5])=[O:2])[C:16]2[C:11](=[CH:12][CH:13]=[CH:14][CH:15]=2)[CH2:10][CH2:9][CH2:8]1. Starting materials: C(=O)(OCC)\C=C\1/CCCC2=CC=CC=C12 ((E)-1-carbethoxymethylene-1,2,3,4-tetrahydronaphthalene), ethyl 1-(3,4-dihydronaphthyl)acetate, C(=O)(OCC)\C=C/1\CCCC2=CC=CC=C12 ((Z)-1-carbethoxymethylene-1,2,3,4-tetrahydronaphthalene). The product is C1(CCCC2=CC=CC=C12)CC(=O)OCC (Ethyl 1,2,3,4-Tetrahydro-1-naphthylacetate). The reactants are FC(C=1C=C(C=C(C1)C(F)(F)F)[C@@H]1[C@@H](N(C(O1)=O)CC1=C(C=CC(=C1)[N+](=O)[O-])Br)C)(F)F ((4S,5R)-5-[3,5-bis(trifluoromethyl)phenyl]-3-(2-bromo-5-nitrobenzyl)-4-methyl-1,3-oxazolidin-2-one), C1(=CC=CC=C1)C (toluene), ClC1=C(C=C(C=C1)C(C)C)B(O)O ((2-chloro-5-isopropylphenyl)boronic acid), C([O-])([O-])=O.[Na+].[Na+] (sodium carbonate). Reagents/catalysts: C=1C=CC(=CC1)[P](C=2C=CC=CC2)(C=3C=CC=CC3)[Pd]([P](C=4C=CC=CC4)(C=5C=CC=CC5)C=6C=CC=CC6)([P](C=7C=CC=CC7)(C=8C=CC=CC8)C=9C=CC=CC9)[P](C=1C=CC=CC1)(C=1C=CC=CC1)C=1C=CC=CC1 (tetrakis(triphenylphosphine)palladium(0)). Solvent: O (water), C(C)O (ethanol). Reaction conditions: temperature 80 celsius. Yields the product FC(C=1C=C(C=C(C1)C(F)(F)F)[C@@H]1[C@@H](N(C(O1)=O)CC1=C(C=CC(=C1)[N+](=O)[O-])C1=C(C=CC(=C1)C(C)C)Cl)C)(F)F ((4S,5R)-5-[3,5-bis(trifluoromethyl)phenyl]-3-[(2′-chloro-5′-isopropyl-4-nitrobiphenyl-2-yl)methyl]-4-methyl-1,3-oxazolidin-2-one). RXN SMILES: [F:1][C:2]([F:32])([F:31])[C:3]1[CH:4]=[C:5]([C@H:13]2[O:17][C:16](=[O:18])[N:15]([CH2:19][C:20]3[CH:25]=[C:24]([N+:26]([O-:28])=[O:27])[CH:23]=[CH:22][C:21]=3Br)[C@H:14]2[CH3:30])[CH:6]=[C:7]([C:9]([F:12])([F:11])[F:10])[CH:8]=1.C1(C)C=CC=CC=1.[Cl:40][C:41]1[CH:46]=[CH:45][C:44]([CH:47]([CH3:49])[CH3:48])=[CH:43][C:42]=1B(O)O.C(=O)([O-])[O-].[Na+].[Na+]>C1C=CC([P]([Pd]([P](C2C=CC=CC=2)(C2C=CC=CC=2)C2C=CC=CC=2)([P](C2C=CC=CC=2)(C2C=CC=CC=2)C2C=CC=CC=2)[P](C2C=CC=CC=2)(C2C=CC=CC=2)C2C=CC=CC=2)(C2C=CC=CC=2)C2C=CC=CC=2)=CC=1.O.C(O)C>[F:1][C:2]([F:32])([F:31])[C:3]1[CH:4]=[C:5]([C@H:13]2[O:17][C:16](=[O:18])[N:15]([CH2:19][C:20]3[CH:25]=[C:24]([N+:26]([O-:28])=[O:27])[CH:23]=[CH:22][C:21]=3[C:42]3[CH:43]=[C:44]([CH:47]([CH3:49])[CH3:48])[CH:45]=[CH:46][C:41]=3[Cl:40])[C@H:14]2[CH3:30])[CH:6]=[C:7]([C:9]([F:12])([F:11])[F:10])[CH:8]=1 |f:3.4.5,^1:62,64,83,102|. Procedure details: To a solution of (4S,5R)-5-[3,5-bis(trifluoromethyl)phenyl]-3-(2-bromo-5-nitrobenzyl)-4-methyl-1,3-oxazolidin-2-one (950 mg, 1.80 mmol) in a toluene (5.2 mL): ethanol (2.6 mL): water (1.3 mL) mixture was added (2-chloro-5-isopropylphenyl)boronic acid (325 mg, 1.64 mmol), tetrakis(triphenylphosphine)palladium(0) (188 mg, 10 mol %) and sodium carbonate (346 mg, 3.26 mmol). The resulting mixture was heated in an 80° C. oil bath for 12 h. The reaction crude was evaporated into dryness. The resulting... The reactants are N(=NC(=O)OC(C)C)C(=O)OC(C)C (diisopropyl azodicarboxylate), C1=CC=C(C=C1)P(C2=CC=CC=C2)C3=CC=CC=C3 (PPh3), C(C)OC(C1=CC=C(C=C1)CC1=NC(=NO1)CO)=O (4-(3-hydroxymethyl-[1,2,4]oxadiazol-5-ylmethyl)-benzoic acid ethyl ester), ClC=1C(=C(C=CC1O)C(C)=O)O (1-(3-chloro-2,4-dihydroxy-phenyl)-ethanone). Run in C(Cl)Cl (CH2Cl2). Conditions: time 1.5 hour. The product is C(C)OC(C1=CC=C(C=C1)CC1=NC(=NO1)COC1=C(C(=C(C=C1)C(C)=O)O)Cl)=O (4-[3-(4-acetyl-2-chloro-3-hydroxy-phenoxymethyl)-[1,2,4]oxadiazol-5-ylmethyl]-benzoic acid ethyl ester). Yield: 34.0%. As a reaction SMILES: C1C=CC(P(C2C=CC=CC=2)C2C=CC=CC=2)=CC=1.[CH2:20]([O:22][C:23](=[O:38])[C:24]1[CH:29]=[CH:28][C:27]([CH2:30][C:31]2[O:35][N:34]=[C:33]([CH2:36][OH:37])[N:32]=2)=[CH:26][CH:25]=1)[CH3:21].[Cl:39][C:40]1[C:41]([OH:50])=[C:42]([C:47](=[O:49])[CH3:48])[CH:43]=[CH:44][C:45]=1O.N(C(OC(C)C)=O)=NC(OC(C)C)=O>C(Cl)Cl>[CH2:20]([O:22][C:23](=[O:38])[C:24]1[CH:25]=[CH:26][C:27]([CH2:30][C:31]2[O:35][N:34]=[C:33]([CH2:36][O:37][C:45]3[CH:44]=[CH:43][C:42]([C:47](=[O:49])[CH3:48])=[C:41]([OH:50])[C:40]=3[Cl:39])[N:32]=2)=[CH:28][CH:29]=1)[CH3:21]. Procedure details: Add polymer support PPh3 (287 mg, 0.86 mmol to a solution of 4-(3-hydroxymethyl-[1,2,4]oxadiazol-5-ylmethyl)-benzoic acid ethyl ester (80 mg, 0.41 mmol) in anhydrous CH2Cl2 (8 mL) under argon gas at room temperature. Add 1-(3-chloro-2,4-dihydroxy-phenyl)-ethanone (115 mg, 0.62 mmol) to the mixture, followed by diisopropyl azodicarboxylate (194 μL, 0.86 mmol). After 1.5 hours at room temperature, remove the polymer by filtration and concentrate the filtrate. Purify the residue by flash column chr...